This data is from the Open Reaction Database (ORD), a public repository of structured organic reaction records. The task is: describe an organic reaction: reactants, conditions, products, and yield The reactants are Cc1ccc(S(=O)(=O)OCC2(C)COc3ccccc3O2)cc1, CO, Cl, COc1cc2nc(N3CCNCC3)nc(N)c2cc1OC. Product: COc1cc2nc(N3CCN(CC4(C)COc5ccccc5O4)CC3)nc(N)c2cc1OC. Reaction SMILES: [CH3:2][C:3]1([CH2:13][O:14][S:15]([c:16]2[cH:17][cH:18][c:19]([CH3:20])[cH:21][cH:22]2)(=[O:23])=[O:24])[CH2:4][O:5][c:6]2[c:7]([cH:9][cH:10][cH:11][cH:12]2)[O:8]1.[CH3:46][OH:47].[ClH:1].[NH2:25][c:26]1[n:27][c:28]([N:40]2[CH2:41][CH2:42][NH:43][CH2:44][CH2:45]2)[n:29][c:30]2[cH:31][c:32]([O:38][CH3:39])[c:33]([O:36][CH3:37])[cH:34][c:35]12>>[CH3:2][C:3]1([CH2:13][N:43]2[CH2:42][CH2:41][N:40]([c:28]3[n:27][c:26]([NH2:25])[c:35]4[c:30]([n:29]3)[cH:31][c:32]([O:38][CH3:39])[c:33]([O:36][CH3:37])[cH:34]4)[CH2:45][CH2:44]2)[CH2:4][O:5][c:6]2[c:7]([cH:9][cH:10][cH:11][cH:12]2)[O:8]1. Reactants: COc1ccc(C(=O)N2CCOCC2)cc1Br, COc1ccc(CN(Cc2ccc(OC)cc2)c2ncc(-c3nc(N4CCOCC4)nc4c3CCN4)cn2)cc1, COc1ccc(CN(Cc2ccc(OC)cc2)c2ncc(-c3nc(N4CCOCC4)nc4c3CCN4c3cc(C(=O)N4CCOCC4)ccc3OC)cn2)cc1. Product: COc1ccc(C(=O)N2CCOCC2)cc1N1CCc2c(-c3cnc(N)nc3)nc(N3CCOCC3)nc21. As a reaction SMILES: [Br:41][c:42]1[cH:43][c:44]([C:45]([N:46]2[CH2:47][CH2:48][O:49][CH2:50][CH2:51]2)=[O:52])[cH:53][cH:54][c:55]1[O:56][CH3:57].[CH3:1][O:2][c:3]1[cH:4][cH:5][c:6]([CH2:7][N:8]([CH2:9][c:10]2[cH:11][cH:12][c:13]([O:14][CH3:15])[cH:16][cH:17]2)[c:18]2[n:19][cH:20][c:21](-[c:22]3[c:23]4[c:27]([n:28][c:29]([N:30]5[CH2:31][CH2:32][O:33][CH2:34][CH2:35]5)[n:36]3)[NH:26][CH2:25][CH2:24]4)[cH:37][n:38]2)[cH:39][cH:40]1.[CH3:58][O:59][c:60]1[cH:61][cH:62][c:63]([CH2:64][N:65]([c:66]2[n:67][cH:68][c:69](-[c:72]3[c:73]4[c:74]([n:75][c:76]([N:78]5[CH2:79][CH2:80][O:81][CH2:82][CH2:83]5)[n:77]3)[N:84]([c:87]3[cH:88][c:89]([C:95](=[O:96])[N:97]5[CH2:98][CH2:99][O:100][CH2:101][CH2:102]5)[cH:90][cH:91][c:92]3[O:93][CH3:94])[CH2:85][CH2:86]4)[cH:70][n:71]2)[CH2:103][c:104]2[cH:105][cH:106][c:107]([O:108][CH3:109])[cH:110][cH:111]2)[cH:112][cH:113]1>>[NH2:65][c:66]1[n:67][cH:68][c:69](-[c:72]2[c:73]3[c:74]([n:75][c:76]([N:78]4[CH2:79][CH2:80][O:81][CH2:82][CH2:83]4)[n:77]2)[N:84]([c:87]2[cH:88][c:89]([C:95](=[O:96])[N:97]4[CH2:98][CH2:99][O:100][CH2:101][CH2:102]4)[cH:90][cH:91][c:92]2[O:93][CH3:94])[CH2:85][CH2:86]3)[cH:70][n:71]1.